This data is from the Open Reaction Database (ORD), a public repository of structured organic reaction records. The task is: describe an organic reaction: reactants, conditions, products, and yield Reactants: C(C)(C)(C)C=1C(=C(C=C(C1)N1C(CCC1)=O)/C=C/C1=CC=C(C=C1)NS(=O)(=O)C)OC (N-(4-{(E)-2-[3-tert-Butyl-2-methoxy-5-(2-oxo-pyrrolidin-1-yl)-phenyl]-vinyl}-phenyl)-methanesulfonamide), 2,4-bromo-butyryl chloride, BrCCC(=O)Cl (3-bromo-propionyl chloride). The product is C(C)(C)(C)C=1C(=C(C=C(C1)N1C(CCCC1)=O)/C=C/C1=CC=C(C=C1)NS(=O)(=O)C)OC (N-(4-{(E)-2-[3-tert-Butyl-2-methoxy-5-(2-oxo-piperidin-1-yl)-phenyl]-vinyl}-phenyl)-methanesulfonamide). Reaction SMILES: [C:1]([C:5]1[C:6]([O:30][CH3:31])=[C:7](/[CH:17]=[CH:18]/[C:19]2[CH:24]=[CH:23][C:22]([NH:25][S:26]([CH3:29])(=[O:28])=[O:27])=[CH:21][CH:20]=2)[CH:8]=[C:9]([N:11]2[CH2:15][CH2:14][CH2:13][C:12]2=[O:16])[CH:10]=1)([CH3:4])([CH3:3])[CH3:2].Br[CH2:33]CC(Cl)=O>>[C:1]([C:5]1[C:6]([O:30][CH3:31])=[C:7](/[CH:17]=[CH:18]/[C:19]2[CH:24]=[CH:23][C:22]([NH:25][S:26]([CH3:29])(=[O:28])=[O:27])=[CH:21][CH:20]=2)[CH:8]=[C:9]([N:11]2[CH2:33][CH2:15][CH2:14][CH2:13][C:12]2=[O:16])[CH:10]=1)([CH3:3])([CH3:2])[CH3:4]. Procedure: N-(4-{(E)-2-[3-tert-Butyl-2-methoxy-5-(2-oxo-pyrrolidin-1-yl)-phenyl]-vinyl}-phenyl)-methanesulfonamide can be prepared analogously except in step 2,4-bromo-butyryl chloride is replaced with 3-bromo-propionyl chloride. The reactants are [OH-].[K+] (potassium hydroxide), CC(C=NO)(C)SC (2-methyl-2-(methylthio)propionaldehyde oxime), CN(C(=O)F)SN(C)C (N-methyl-N-(dimethylaminosulfenyl)carbamoyl fluoride). Reagents/catalysts: C1CCC2C(C1)OCCOCCOC3CCCCC3OCCOCCO2 (dicyclohexyl-18-crown-6). Solvent: C1=CC=CC=C1 (benzene). Reaction conditions: time 1 hour. Product: CN(C(=O)ON=CC(C)(SC)C)SN(C)C (2-methyl-2-(methylthio)propionaldehyde O-[N-methyl-N-(dimethylaminosulfenyl)carbamoyl]oxime). Yield: 75.4%. RXN SMILES: [OH-].[K+].[CH3:3][C:4]([S:9][CH3:10])([CH3:8])[CH:5]=[N:6][OH:7].[CH3:11][N:12]([S:16][N:17]([CH3:19])[CH3:18])[C:13](F)=[O:14]>C1C=CC=CC=1.C1CC2OCCOCCOC3C(OCCOCCOC2CC1)CCCC3>[CH3:11][N:12]([S:16][N:17]([CH3:19])[CH3:18])[C:13]([O:7][N:6]=[CH:5][C:4]([CH3:8])([S:9][CH3:10])[CH3:3])=[O:14] |f:0.1|. Procedure details: A mixture of 3.3 g powdered potassium hydroxide, 0.1 g dicyclohexyl-18-crown-6, and 6.7 g (0.05 mole) of 2-methyl-2-(methylthio)propionaldehyde oxime in 200 ml of benzene was stirred 1 hr. at room temperature. N-methyl-N-(dimethylaminosulfenyl)carbamoyl fluoride (8.0 g, 0.05 mole) was then added, and the mixture was stirred overnight at room temperature. The solution was extracted three times with water, dried (MgSO4), and concentrated in vacuo. The oily residue was recrystallized from n-hexane ... Reactants: C([O-])([O-])=O.[K+].[K+] (potassium carbonate), BrC(C)Br (dibromoethane), COC(CC(=O)C)=O (acetoacetic acid methyl ester). Run in C(C)(=O)OCC (ethyl acetate), CC(=O)C (acetone). Conditions: temperature 50 celsius, time 72 hour. Yields the product COC(=O)C1(CC1)C(C)=O (1-Acetylcyclopropanecarboxylic acid methyl ester). Reaction SMILES: [CH3:1][O:2][C:3](=[O:8])[CH2:4][C:5]([CH3:7])=[O:6].C(=O)([O-])[O-].[K+].[K+].Br[CH:16](Br)[CH3:17]>CC(C)=O.C(OCC)(=O)C>[CH3:1][O:2][C:3]([C:4]1([C:5](=[O:6])[CH3:7])[CH2:17][CH2:16]1)=[O:8] |f:1.2.3|. Procedure: 56 g of acetoacetic acid methyl ester 3 is dissolved in 500 ml of acetone, and 276.2 g of potassium carbonate as well as 86 ml of dibromoethane are added while being cooled with ice. It is heated under nitrogen to 50° C. and stirred for 72 hours at this temperature. After cooling, the mixture is diluted with ethyl acetate, washed with water and saturated sodium chloride solution, dried on sodium sulfate and concentrated by evaporation. The residue is distilled in a vacuum, whereby 66 g of the ti... Reactants: BrCCc1ccccc1, CCOC(=O)c1cc[nH]c1C, [H-], [Na+], CN(C)C=O. Yields the product CCOC(=O)c1ccn(CCc2ccccc2)c1C. RXN SMILES: [Br:12][CH2:13][CH2:14][c:15]1[cH:16][cH:17][cH:18][cH:19][cH:20]1.[CH2:1]([CH3:2])[O:3][C:4](=[O:5])[c:6]1[c:7]([CH3:11])[nH:8][cH:9][cH:10]1.[H-:22].[Na+:21].[O:23]=[CH:24][N:25]([CH3:26])[CH3:27]>>[CH2:1]([CH3:2])[O:3][C:4](=[O:5])[c:6]1[c:7]([CH3:11])[n:8]([CH2:13][CH2:14][c:15]2[cH:16][cH:17][cH:18][cH:19][cH:20]2)[cH:9][cH:10]1.